Dataset: the Open Reaction Database (ORD), a public repository of structured organic reaction records. Task: describe an organic reaction: reactants, conditions, products, and yield Reactants: BrC1=CC2=C(C(=N1)O[C@H](C)[C@@H]1CC(N(C1)[C@H](C)C1=CC=C(C=C1)OC)=O)N(C=N2)C ((R)-4-((R)-1-(6-bromo-3-methyl-3H-imidazo[4,5-c]pyridin-4-yloxy)ethyl)-1-((R)-1-(4-methoxyphenyl)ethyl)pyrrolidin-2-one), C(=O)(C(F)(F)F)O (TFA). Product: O[C@H](C)[C@@H]1CC(N(C1)[C@H](C)C1=CC=C(C=C1)OC)=O ((R)-4-((R)-1-hydroxyethyl)-1-((R)-1-(4-methoxyphenyl)ethyl)pyrrolidin-2-one), C(=O)(C(F)(F)F)O (TFA). RXN SMILES: BrC1N=C([O:8][C@@H:9]([C@H:11]2[CH2:15][N:14]([C@@H:16]([C:18]3[CH:23]=[CH:22][C:21]([O:24][CH3:25])=[CH:20][CH:19]=3)[CH3:17])[C:13](=[O:26])[CH2:12]2)[CH3:10])C2N(C)C=NC=2C=1.[C:31]([OH:37])([C:33]([F:36])([F:35])[F:34])=[O:32]>>[OH:8][C@@H:9]([C@H:11]1[CH2:15][N:14]([C@@H:16]([C:18]2[CH:19]=[CH:20][C:21]([O:24][CH3:25])=[CH:22][CH:23]=2)[CH3:17])[C:13](=[O:26])[CH2:12]1)[CH3:10].[C:31]([OH:37])([C:33]([F:36])([F:35])[F:34])=[O:32]. Reported procedure: A solution of (R)-4-((R)-1-(6-bromo-3-methyl-3H-imidazo[4,5-c]pyridin-4-yloxy)ethyl)-1-((R)-1-(4-methoxyphenyl)ethyl)pyrrolidin-2-one 2.61 (256 mg, 0.54 mmol) in TFA (8 mL) was heated at 55° C. for 16 h, cooled to rt and then evaporated to give (R)-4-((R)-1-hydroxyethyl)-1-((R)-1-(4-methoxyphenyl)ethyl)pyrrolidin-2-one 2.62 as TFA salt, which was used without purification.